This data is from the Open Reaction Database (ORD), a public repository of structured organic reaction records. The task is: describe an organic reaction: reactants, conditions, products, and yield The reactants are C1(=CC=CC=C1)C(C(=O)Cl)CC (α-phenyl-α-ethyl acetyl chloride), N1(CCCC1)CCN (2-pyrrolidino -ethyl amine). Run in C1=CC=CC=C1 (benzene), C1=CC=CC=C1 (benzene). Product: Cl.N1(CCCC1)CCNC(C(CC)C1=CC=CC=C1)=O (N(2'-pyrrolidino-ethyl)-α-phenyl-α-ethyl acetamide hydrochloride). RXN SMILES: [C:1]1([CH:7]([CH2:11][CH3:12])[C:8]([Cl:10])=[O:9])[CH:6]=[CH:5][CH:4]=[CH:3][CH:2]=1.[N:13]1([CH2:18][CH2:19][NH2:20])[CH2:17][CH2:16][CH2:15][CH2:14]1>C1C=CC=CC=1>[ClH:10].[N:13]1([CH2:18][CH2:19][NH:20][C:8](=[O:9])[CH:7]([C:1]2[CH:6]=[CH:5][CH:4]=[CH:3][CH:2]=2)[CH2:11][CH3:12])[CH2:17][CH2:16][CH2:15][CH2:14]1 |f:3.4|. Procedure details: To a solution of 1 mol of α-phenyl-α-ethyl acetyl chloride in 2 liters of benzene add, with agitation, a benzene solution of 1 mol of 2-pyrrolidino -ethyl amine. The hydrochloric acid formed during condensation attaches itself to the pyrrolidine group and the expected derivative crystallizes out in the reaction medium. Starting materials: OC1=C(C2=C(C(CCO2)=O)C=C1)CCC (2,3-dihydro-7-hydroxy-8-propyl-4H-1-benzopyran-4-one), C(C)OC(CCC1=C(C=CC(=C1)C(=O)C1=CC(=CC=C1)C(=O)OCC)OCCCCCCCCBr)=O (2-[(8-bromooctyl)oxy]-5-[[3-(ethoxycarbonyl)phenyl]carbonyl]benzenepropanoic acid ethyl ester). Solvent: CCCCCC.C(C)(=O)OCC (hexane ethyl acetate). Product: C(=O)(O)C=1C=C(C=CC1)C(=O)C=1C=CC(=C(C1)CCC(=O)O)OCCCCCCCCOC1=C(C2=C(C(CCO2)=O)C=C1)CCC (5-[(3-Carboxyphenyl)carbonyl]-2-[8-[(3,4-dihydro-4-oxo-8-propyl-2H-1-benzopyran-7-yl)oxy]octyloxy]benzenepropanoic Acid). The yield is 59.3%. Reaction SMILES: [OH:1][C:2]1[CH:12]=[CH:11][C:5]2[C:6](=[O:10])[CH2:7][CH2:8][O:9][C:4]=2[C:3]=1[CH2:13][CH2:14][CH3:15].C([O:18][C:19](=[O:51])[CH2:20][CH2:21][C:22]1[CH:27]=[C:26]([C:28]([C:30]2[CH:35]=[CH:34][CH:33]=[C:32]([C:36]([O:38]CC)=[O:37])[CH:31]=2)=[O:29])[CH:25]=[CH:24][C:23]=1[O:41][CH2:42][CH2:43][CH2:44][CH2:45][CH2:46][CH2:47][CH2:48][CH2:49]Br)C>CCCCCC.C(OCC)(=O)C>[C:36]([C:32]1[CH:31]=[C:30]([C:28]([C:26]2[CH:25]=[CH:24][C:23]([O:41][CH2:42][CH2:43][CH2:44][CH2:45][CH2:46][CH2:47][CH2:48][CH2:49][O:1][C:2]3[CH:12]=[CH:11][C:5]4[C:6](=[O:10])[CH2:7][CH2:8][O:9][C:4]=4[C:3]=3[CH2:13][CH2:14][CH3:15])=[C:22]([CH2:21][CH2:20][C:19]([OH:51])=[O:18])[CH:27]=2)=[O:29])[CH:35]=[CH:34][CH:33]=1)([OH:38])=[O:37] |f:2.3|. Procedure: Starting with 0.128 g (0.62 mmol) of 2,3-dihydro-7-hydroxy-8-propyl-4H-1-benzopyran-4-one, and 0.349 g (0.62 mmol) of 2-[(8-bromooctyl)oxy]-5-[[3-(ethoxycarbonyl)phenyl]carbonyl]benzenepropanoic acid ethyl ester, the title compound (0.232 g; 76.3% overall yield) was obtained as a white solid, mp 112°-117° C. (recrystallized from hexane-ethyl acetate), using the procedure of example 22. The solvent is CN(C)C=O (DMF), O (Water). Procedure details: [4-(2-{[2-(methoxycarbonyl)phenyl]thio}ethyl)phenoxy]acetic acid (0.200 g, 0.577 mmol) was dissolved in DMF (10 ml), N-benzyl-N-ethylamine (0.086 g, 0.635 mmol) was added and the mixture was cooled to 0° C. N-[(1H-1,2,3-benzotriazol-1-yloxy)(dimethylamino)methylene]-N-methylmethanaminium tetrafluoroborate (0.204 g, 0.635 mmol) and N-ethyl-N,N-diisopropylamine (0.157 g, 1.212 mmol) was added. The solution was stirred over night at room temperature. Water (100 ml) was added and the water phase was... Reaction conditions: temperature 0 celsius. Yields the product C(C1=CC=CC=C1)N(C(COC1=CC=C(C=C1)CCSC1=C(C(=O)OC)C=CC=C1)=O)CC (methyl 2-{[2-(4-{2-[benzyl(ethyl)amino]-2-oxoethoxy}phenyl)-ethyl]thio}benzoate). Starting materials: C(C1=CC=CC=C1)NCC (N-benzyl-N-ethylamine), COC(=O)C1=C(C=CC=C1)SCCC1=CC=C(OCC(=O)O)C=C1 ([4-(2-{[2-(methoxycarbonyl)phenyl]thio}ethyl)phenoxy]acetic acid), F[B-](F)(F)F.N1(N=NC2=C1C=CC=C2)OC(=[N+](C)C)N(C)C (N-[(1H-1,2,3-benzotriazol-1-yloxy)(dimethylamino)methylene]-N-methylmethanaminium tetrafluoroborate), C(C)N(C(C)C)C(C)C (N-ethyl-N,N-diisopropylamine). Reaction SMILES: [CH3:1][O:2][C:3]([C:5]1[CH:10]=[CH:9][CH:8]=[CH:7][C:6]=1[S:11][CH2:12][CH2:13][C:14]1[CH:24]=[CH:23][C:17]([O:18][CH2:19][C:20]([OH:22])=O)=[CH:16][CH:15]=1)=[O:4].[CH2:25]([NH:32][CH2:33][CH3:34])[C:26]1[CH:31]=[CH:30][CH:29]=[CH:28][CH:27]=1.F[B-](F)(F)F.N1(OC(N(C)C)=[N+](C)C)C2C=CC=CC=2N=N1.C(N(C(C)C)C(C)C)C>CN(C=O)C.O>[CH2:25]([N:32]([CH2:33][CH3:34])[C:20](=[O:22])[CH2:19][O:18][C:17]1[CH:16]=[CH:15][C:14]([CH2:13][CH2:12][S:11][C:6]2[CH:7]=[CH:8][CH:9]=[CH:10][C:5]=2[C:3]([O:2][CH3:1])=[O:4])=[CH:24][CH:23]=1)[C:26]1[CH:31]=[CH:30][CH:29]=[CH:28][CH:27]=1 |f:2.3|. The yield is 51.2%. Starting materials: C[Si](C)(C)C=[N+]=[N-] (Trimethylsilyldiazomethane), FC(C=1C=C(C(=O)O)C=C(C1)C(F)(F)F)(F)F (3,5-bis-(trifluoromethyl)benzoic acid). Run in C1(=CC=CC=C1)C (toluene), CO (methanol). Reaction conditions: temperature 0 celsius, time 1 hour. Product: COC(C1=CC(=CC(=C1)C(F)(F)F)C(F)(F)F)=O (3,5-bis-(trifluoromethyl)-benzoic acid methyl ester). Reaction SMILES: [CH3:1][Si](C=[N+]=[N-])(C)C.[F:8][C:9]([F:24])([F:23])[C:10]1[CH:11]=[C:12]([CH:16]=[C:17]([C:19]([F:22])([F:21])[F:20])[CH:18]=1)[C:13]([OH:15])=[O:14]>C1(C)C=CC=CC=1.CO>[CH3:1][O:14][C:13](=[O:15])[C:12]1[CH:11]=[C:10]([C:9]([F:23])([F:24])[F:8])[CH:18]=[C:17]([C:19]([F:22])([F:20])[F:21])[CH:16]=1. Reported procedure: Trimethylsilyldiazomethane (11.5 mL) was added drop-wise to a solution of 3,5-bis-(trifluoromethyl)benzoic acid (2 g) in dry toluene (20 mL) and methanol (0.5 mL) previously cooled to 0° C. under a nitrogen atmosphere. The solution was stirred at r.t. for 1 hr, then concentrated in vacuo to give 3,5-bis-(trifluoromethyl)-benzoic acid methyl ester (2 g) as a colourless oil. A solution of 3,5-bis-(trifluoromethyl)-benzoic acid methyl ester (2 g) and 1-vinyl-2-pyrrolidinone (863 μL) was added to a ... Starting materials: Br.BrCCC1=C(N=C2N(C1=O)C=CC=C2O)C (3-(2-bromoethyl)-9-hydroxy-2-methyl-4H-pyrido[1,2-a]pyrimidin-4-one monohydro-bromide), Br (hydrobromic acid). The reagents and catalysts are [Pd] (palladium on activated carbon). The solvent is CO (methanol). The product is BrCCC1=C(N=C2N(C1=O)CCCC2O)C ((±)-6,7,8,9-tetrahydro-3-(2-bromoethyl)-9-hydroxy-2-methyl-4H-pyrido[1,2-a]pyrimidin-4-one). Isolated yield 39.2%. As a reaction SMILES: Br.[Br:2][CH2:3][CH2:4][C:5]1[C:10](=[O:11])[N:9]2[CH:12]=[CH:13][CH:14]=[C:15]([OH:16])[C:8]2=[N:7][C:6]=1[CH3:17].Br>CO.[Pd]>[Br:2][CH2:3][CH2:4][C:5]1[C:10](=[O:11])[N:9]2[CH2:12][CH2:13][CH2:14][CH:15]([OH:16])[C:8]2=[N:7][C:6]=1[CH3:17] |f:0.1|. Reported procedure: A mixture of intermediate 15 (55 g) and hydrobromic acid (48%) (55 g) in methanol (700 ml) was hydrogenated with palladium on activated carbon (10%) (5 g) as a catalyst. After completion, the precipitate was filtered off and the filtrate evaporated. Ammonium hydroxide was added to the residue which was subsequently extracted with CHCl3. The separated organic layer was dried and evaporated. The residue was purified by column chromatography over silica gel (eluent: CHCl3 /CH3OH 90/10). The pure fr... Starting materials: C(C)OC(NC1=NC=2C(=NC=C(C2)I)N1CC1=CC(=C(C=C1)OCC1=CC=C(C=C1)C(C(F)(F)F)(F)F)OC)=O (ethyl(6-iodo-3-(3-methoxy-4-((4-(perfluoroethyl)benzyl)oxy)benzyl)-3H-imidazo[4,5-b]pyridin-2-yl)carbamate), CN1N=CC(=C1)B1OC(C(O1)(C)C)(C)C (1-methyl-4-(4,4,5,5-tetramethyl-1,3,2-dioxaborolan-2-yl)-1H-pyrazole). Reagents/catalysts: C1=CC=C(C=C1)P([C-]2C=CC=C2)C3=CC=CC=C3.C1=CC=C(C=C1)P([C-]2C=CC=C2)C3=CC=CC=C3.[Cl-].[Cl-].[Fe+2].[Pd+2] ((1,1′-bis(diphenylphosphino)ferrocene)palladium(II) dichloride). Run in CN(C=O)C (N,N-dimethylformamide), C([O-])([O-])=O.[Na+].[Na+] (sodium carbonate). Run at temperature 80 celsius, time 4 hour. Product: COC=1C=C(CN2C(=NC=3C2=NC=C(C3)C=3C=NN(C3)C)N)C=CC1OCC1=CC=C(C=C1)C(C(F)(F)F)(F)F (3-(3-methoxy-4-((4-(perfluoroethyl)benzyl)oxy)benzyl)-6-(1-methyl-1H-pyrazol-4-yl)-3H-imidazo[4,5-b]pyridin-2-amine). Yield: 13.8%. As a reaction SMILES: C(OC(=O)[NH:5][C:6]1[N:15]([CH2:16][C:17]2[CH:22]=[CH:21][C:20]([O:23][CH2:24][C:25]3[CH:30]=[CH:29][C:28]([C:31]([F:37])([F:36])[C:32]([F:35])([F:34])[F:33])=[CH:27][CH:26]=3)=[C:19]([O:38][CH3:39])[CH:18]=2)[C:9]2=[N:10][CH:11]=[C:12](I)[CH:13]=[C:8]2[N:7]=1)C.[CH3:41][N:42]1[CH:46]=[C:45](B2OC(C)(C)C(C)(C)O2)[CH:44]=[N:43]1>CN(C)C=O.C(=O)([O-])[O-].[Na+].[Na+].C1C=CC(P(C2C=CC=CC=2)[C-]2C=CC=C2)=CC=1.C1C=CC(P(C2C=CC=CC=2)[C-]2C=CC=C2)=CC=1.[Cl-].[Cl-].[Fe+2].[Pd+2]>[CH3:39][O:38][C:19]1[CH:18]=[C:17]([CH:22]=[CH:21][C:20]=1[O:23][CH2:24][C:25]1[CH:26]=[CH:27][C:28]([C:31]([F:37])([F:36])[C:32]([F:34])([F:35])[F:33])=[CH:29][CH:30]=1)[CH2:16][N:15]1[C:9]2=[N:10][CH:11]=[C:12]([C:45]3[CH:44]=[N:43][N:42]([CH3:41])[CH:46]=3)[CH:13]=[C:8]2[N:7]=[C:6]1[NH2:5] |f:3.4.5,6.7.8.9.10.11|. Procedure details: To a stirred solution of ethyl(6-iodo-3-(3-methoxy-4-((4-(perfluoroethyl)benzyl)oxy)benzyl)-3H-imidazo[4,5-b]pyridin-2-yl)carbamate (0.090 g, 0.13 mmol) and 1-methyl-4-(4,4,5,5-tetramethyl-1,3,2-dioxaborolan-2-yl)-1H-pyrazole (0.054 g, 0.26 mmol) in N,N-dimethylformamide (3 mL) and 2M aqueous sodium carbonate solution (150 μL) was added (1,1′-bis(diphenylphosphino)ferrocene)palladium(II) dichloride (0.050 g, 0.06 mmol). The resulting mixture was heated to 80° C. under a nitrogen atmosphere. Afte... Starting materials: CN1C=C(C=CC1=O)C(C[C@@H](C1=C(C=CC=C1)C)C1=CC=C(C=C1)C1CCN(CC1)C(=O)OC(C)(C)C)=O ((R)-tert-butyl 4-(4-(3-(1-methyl-6-oxo-1,6-dihydropyridin-3-yl)-3-oxo-1-o-tolylpropyl)phenyl)piperidine-1-carboxylate), C(O)([O-])=O.[Na+] (sodium hydrogencarbonate), Cl.NO (hydroxylamine hydrochloride), C(O)([O-])=O.[Na+] (sodium hydrogen carbonate). Solvent: C(C)O (ethanol), O (water). Reaction conditions: temperature 120 celsius. The product is O\N=C(/C[C@@H](C1=C(C=CC=C1)C)C1=CC=C(C=C1)C1CCN(CC1)C(=O)OC(C)(C)C)\C1=CN(C(C=C1)=O)C ((R,E)-tert-Butyl 4-(4-(3-(hydroxyimino)-3-(1-methyl-6-oxo-1,6-dihydropyridin-3-yl)-1-o-tolylpropyl)phenyl)piperidine-1-carboxylate). Yield: 102.7%. As a reaction SMILES: [CH3:1][N:2]1[C:7](=[O:8])[CH:6]=[CH:5][C:4]([C:9](=O)[CH2:10][C@H:11]([C:19]2[CH:24]=[CH:23][C:22]([CH:25]3[CH2:30][CH2:29][N:28]([C:31]([O:33][C:34]([CH3:37])([CH3:36])[CH3:35])=[O:32])[CH2:27][CH2:26]3)=[CH:21][CH:20]=2)[C:12]2[CH:17]=[CH:16][CH:15]=[CH:14][C:13]=2[CH3:18])=[CH:3]1.C(=O)([O-])O.[Na+].Cl.[NH2:45][OH:46]>C(O)C.O>[OH:46]/[N:45]=[C:9](/[C:4]1[CH:5]=[CH:6][C:7](=[O:8])[N:2]([CH3:1])[CH:3]=1)\[CH2:10][C@H:11]([C:19]1[CH:24]=[CH:23][C:22]([CH:25]2[CH2:30][CH2:29][N:28]([C:31]([O:33][C:34]([CH3:35])([CH3:36])[CH3:37])=[O:32])[CH2:27][CH2:26]2)=[CH:21][CH:20]=1)[C:12]1[CH:17]=[CH:16][CH:15]=[CH:14][C:13]=1[CH3:18] |f:1.2,3.4|. Reported procedure: To a microwave vial was added (R)-tert-butyl 4-(4-(3-(1-methyl-6-oxo-1,6-dihydropyridin-3-yl)-3-oxo-1-o-tolylpropyl)phenyl)piperidine-1-carboxylate (35 mg, 68.0 μmol), sodium hydrogencarbonate (17.1 mg, 204 μmol) and hydroxylamine hydrochloride (14.2 mg, 204 μmol) in ethanol (1 mL) and water (0.02 mL). The vial was capped and heated at 120° C. for 15 min. The reaction mixture was poured onto aq. sat. sodium hydrogen carbonate solution and extracted with ethyl acetate. The combined organic layers... Starting materials: N#CCC(=O)O, CCCCN(CCCC)c1ccc2c(c1)Cc1cc(-c3ccc(C=O)s3)ccc1-2, C1CCNCC1, CC#N. The product is CCCCN(CCCC)c1ccc2c(c1)Cc1cc(-c3ccc(C=C(C#N)C(=O)O)s3)ccc1-2. RXN SMILES: [C:30](#[N:31])[CH2:32][C:33](=[O:34])[OH:35].[CH2:1]([CH2:2][CH2:3][CH3:4])[N:5]([c:6]1[cH:7][cH:8][c:9]2[c:17]([cH:18]1)[CH2:16][c:15]1[c:10]-2[cH:11][cH:12][c:13](-[c:19]2[cH:20][cH:21][c:22]([CH:24]=[O:25])[s:23]2)[cH:14]1)[CH2:26][CH2:27][CH2:28][CH3:29].[CH2:39]1[CH2:40][CH2:41][NH:42][CH2:43][CH2:44]1.[CH3:36][C:37]#[N:38]>>[CH2:1]([CH2:2][CH2:3][CH3:4])[N:5]([c:6]1[cH:7][cH:8][c:9]2[c:17]([cH:18]1)[CH2:16][c:15]1[c:10]-2[cH:11][cH:12][c:13](-[c:19]2[cH:20][cH:21][c:22]([CH:24]=[C:32]([C:30]#[N:31])[C:33](=[O:34])[OH:35])[s:23]2)[cH:14]1)[CH2:26][CH2:27][CH2:28][CH3:29]. The product is C=Cc1ccc(Br)c(F)c1. Reactants: Fc1cc(I)ccc1Br, C=C[Sn](CCCC)(CCCC)CCCC, CN(C)C=O, O, Cl[Pd]Cl, c1ccc(P(c2ccccc2)c2ccccc2)cc1, c1ccc(P(c2ccccc2)c2ccccc2)cc1. As a reaction SMILES: [Br:1][c:2]1[c:3]([F:9])[cH:4][c:5]([I:8])[cH:6][cH:7]1.[CH2:10]([CH2:11][CH2:23][CH3:24])[Sn:12]([CH2:13][CH2:14][CH2:15][CH3:16])([CH2:17][CH2:18][CH2:19][CH3:20])[CH:21]=[CH2:22].[O:26]=[CH:27][N:28]([CH3:29])[CH3:30].[OH2:25].[Pd:31]([Cl:32])[Cl:33].[c:34]1([P:35]([c:36]2[cH:37][cH:38][cH:39][cH:40][cH:41]2)[c:42]2[cH:43][cH:44][cH:45][cH:46][cH:47]2)[cH:48][cH:49][cH:50][cH:51][cH:52]1.[c:53]1([P:54]([c:55]2[cH:56][cH:57][cH:58][cH:59][cH:60]2)[c:61]2[cH:62][cH:63][cH:64][cH:65][cH:66]2)[cH:67][cH:68][cH:69][cH:70][cH:71]1>>[Br:1][c:2]1[c:3]([F:9])[cH:4][c:5]([CH:10]=[CH2:11])[cH:6][cH:7]1. Reactants: S(=O)(=O)(C)NC=1SC=C(N1)C(C(=O)OCC)=O (Ethyl 2-(2-mesylamino-1,3-thiazol-4-yl)glyoxylate), [OH-].[Na+] (sodium hydroxide), Cl (hydrochloric acid). Solvent: O (water). Conditions: time 1 hour. Yields the product S(=O)(=O)(C)NC=1SC=C(N1)C(C(=O)O)=O (2-(2-mesylamino-1,3-thiazol-4-yl)glyoxylic acid). The yield is 81.3%. Reaction SMILES: [S:1]([NH:5][C:6]1[S:7][CH:8]=[C:9]([C:11](=[O:17])[C:12]([O:14]CC)=[O:13])[N:10]=1)([CH3:4])(=[O:3])=[O:2].[OH-].[Na+].Cl>O>[S:1]([NH:5][C:6]1[S:7][CH:8]=[C:9]([C:11](=[O:17])[C:12]([OH:14])=[O:13])[N:10]=1)([CH3:4])(=[O:2])=[O:3] |f:1.2|. Procedure: Ethyl 2-(2-mesylamino-1,3-thiazol-4-yl)glyoxylate (13.9 g.) was added with stirring at ambient temperature to a solution of sodium hydroxide (5.0 g.) in water (150 ml.). The mixture was stirred for 1 hour at ambient temperature, adjusted to pH 7 with conc. hydrochloric acid and washed with ethyl acetate. The aqueous layer was adjusted to pH 0.5 with conc. hydrochloric acid to precipitate yellow crystals. The crystals were collected by filtration, washed with water and dried to give 2-(2-mesylami...